Dataset: the Open Reaction Database (ORD), a public repository of structured organic reaction records. Task: describe an organic reaction: reactants, conditions, products, and yield Reactants: CC(C)=O, CCCI, OC1CCNCC1. Product: CCCN1CCC(O)CC1. RXN SMILES: [CH3:12][C:13](=[O:14])[CH3:15].[I:1][CH2:2][CH2:3][CH3:4].[OH:5][CH:6]1[CH2:7][CH2:8][NH:9][CH2:10][CH2:11]1>>[CH2:2]([CH2:3][CH3:4])[N:9]1[CH2:8][CH2:7][CH:6]([OH:5])[CH2:11][CH2:10]1. The reactants are C1(=CC=CC=C1)C(CC(C)=O)=O (1-phenyl-1,3-butanedione), C1(=CC=C(C=C1)S(=O)(=O)N=C=O)C (p-toluenesulfonylisocyanate). The solvent is C1=CC=CC=C1 (benzene). Product: C1(=CC=CC=C1)C(C(C(C)=O)C(NS(=O)(=O)C1=CC=C(C=C1)C)=O)=O (1-PHENYL-2-(N-p-TOLUENESULFONYLCARBAMOYL)-1,3-BUTANEDIONE). As a reaction SMILES: [C:1]1([C:7](=[O:12])[CH2:8][C:9](=[O:11])[CH3:10])[CH:6]=[CH:5][CH:4]=[CH:3][CH:2]=1.[C:13]1([CH3:25])[CH:18]=[CH:17][C:16]([S:19]([N:22]=[C:23]=[O:24])(=[O:21])=[O:20])=[CH:15][CH:14]=1>C1C=CC=CC=1>[C:1]1([C:7](=[O:12])[CH:8]([C:23](=[O:24])[NH:22][S:19]([C:16]2[CH:17]=[CH:18][C:13]([CH3:25])=[CH:14][CH:15]=2)(=[O:20])=[O:21])[C:9](=[O:11])[CH3:10])[CH:6]=[CH:5][CH:4]=[CH:3][CH:2]=1. Procedure: Reaction of equimolar amounts of 1-phenyl-1,3-butanedione with p-toluenesulfonylisocyanate in benzene according to the procedure of Example 1 affords 1-PHENYL-2-(N-p-TOLUENESULFONYLCARBAMOYL)-1,3-BUTANEDIONE, m.p. 113.5°-116.5° C. (corr.). Starting materials: CN(C)C=O, CCO, OC1(c2ccc(Cl)cc2)CCNCC1, Fc1ccc2c(-c3ccc(OCC4CO4)cc3)noc2c1. Yields the product OC(COc1ccc(-c2noc3cc(F)ccc23)cc1)CN1CCC(O)(c2ccc(Cl)cc2)CC1. Reaction SMILES: [CH3:36][N:37]([CH3:38])[CH:39]=[O:40].[CH3:41][CH2:42][OH:43].[Cl:22][c:23]1[cH:24][cH:25][c:26]([C:29]2([OH:35])[CH2:30][CH2:31][NH:32][CH2:33][CH2:34]2)[cH:27][cH:28]1.[F:1][c:2]1[cH:3][c:4]2[c:5]([c:6](-[c:9]3[cH:10][cH:11][c:12]([O:15][CH2:16][CH:17]4[O:18][CH2:19]4)[cH:13][cH:14]3)[n:7][o:8]2)[cH:20][cH:21]1>>[F:1][c:2]1[cH:3][c:4]2[c:5]([c:6](-[c:9]3[cH:10][cH:11][c:12]([O:15][CH2:16][CH:17]([OH:18])[CH2:19][N:32]4[CH2:31][CH2:30][C:29]([c:26]5[cH:25][cH:24][c:23]([Cl:22])[cH:28][cH:27]5)([OH:35])[CH2:34][CH2:33]4)[cH:13][cH:14]3)[n:7][o:8]2)[cH:20][cH:21]1. Starting materials: C(C)OC(=O)C=1N=C(SC1)N1CCN(CC1)C(=O)OC(C)(C)C (1,1-dimethylethyl 4-[4-(ethoxycarbonyl)-2-thiazolyl]-1-piperazinecarboxylate), C(C)OC(=O)C=1N=C(SC1)N1CCN(CC1)C(=O)OC(C)(C)C (1,1-dimethylethyl 4-[4-(ethoxycarbonyl)-2-thiazolyl]-1-piperazinecarboxylate), Cl (hydrogen chloride). Run in ClCCl (dichloromethane), C(C)OCC (diethyl ether). Run at time 16 hour. The product is Cl.N1(CCNCC1)C=1SC=C(N1)C(=O)OCC (ethyl 2-(1-piperazinyl)-4-thiazolecarboxylate monohydrochloride). As a reaction SMILES: [CH2:1]([O:3][C:4]([C:6]1[N:7]=[C:8]([N:11]2[CH2:16][CH2:15][N:14](C(OC(C)(C)C)=O)[CH2:13][CH2:12]2)[S:9][CH:10]=1)=[O:5])[CH3:2].[ClH:24]>ClCCl.C(OCC)C>[ClH:24].[N:11]1([C:8]2[S:9][CH:10]=[C:6]([C:4]([O:3][CH2:1][CH3:2])=[O:5])[N:7]=2)[CH2:16][CH2:15][NH:14][CH2:13][CH2:12]1 |f:4.5|. Procedure details: A solution of 1,1-dimethylethyl 4-[4-(ethoxycarbonyl)-2-thiazolyl]-1-piperazinecarboxylate (1.0 g, 3.4 mmol) (i.e. the product of Example 30, Step A) in 10 mL of dichloromethane was treated with 2 M hydrogen chloride in diethyl ether (10 mL) and the reaction mixture was stirred at room temperature for 16 h. The resulting mixture was evaporated in vacuo to give 1.0 g of the title compound as a white solid. This compound was of sufficient purity to use in subsequent reactions. Reactants: COC(=O)CCC(=O)Cl, O=c1c2ccccc2nc2[nH]c3ccccc3n12. The product is COC(=O)CCC(=O)n1c2ccccc2n2c(=O)c3ccccc3nc12. As a reaction SMILES: [Cl:19][C:20](=[O:21])[CH2:22][CH2:23][C:24](=[O:25])[O:26][CH3:27].[cH:1]1[c:2]2[c:3](=[O:18])[n:4]3[c:5]([n:6][c:7]2[cH:8][cH:9][cH:10]1)[nH:11][c:12]1[c:13]3[cH:14][cH:15][cH:16][cH:17]1>>[cH:1]1[c:2]2[c:3](=[O:18])[n:4]3[c:5]([n:6][c:7]2[cH:8][cH:9][cH:10]1)[n:11]([C:20](=[O:21])[CH2:22][CH2:23][C:24](=[O:25])[O:26][CH3:27])[c:12]1[c:13]3[cH:14][cH:15][cH:16][cH:17]1. Starting materials: O=C(O)C1CCN(C(=O)OCc2ccccc2)CC1, ClCCl, Nc1nc(-c2ccco2)c(N2CCOCC2)s1, CN(C)C=O, O=S(Cl)Cl. The product is O=C(Nc1nc(-c2ccco2)c(N2CCOCC2)s1)C1CCN(C(=O)OCc2ccccc2)CC1. Reaction SMILES: [CH2:1]([c:2]1[cH:3][cH:4][cH:5][cH:6][cH:7]1)[O:8][C:9](=[O:10])[N:11]1[CH2:12][CH2:13][CH:14]([C:17](=[O:18])[OH:19])[CH2:15][CH2:16]1.[Cl:46][CH2:47][Cl:48].[NH2:29][c:30]1[s:31][c:32]([N:40]2[CH2:41][CH2:42][O:43][CH2:44][CH2:45]2)[c:33](-[c:35]2[o:36][cH:37][cH:38][cH:39]2)[n:34]1.[O:24]=[CH:25][N:26]([CH3:27])[CH3:28].[S:20]([Cl:21])([Cl:22])=[O:23]>>[CH2:1]([c:2]1[cH:3][cH:4][cH:5][cH:6][cH:7]1)[O:8][C:9](=[O:10])[N:11]1[CH2:12][CH2:13][CH:14]([C:17](=[O:19])[NH:29][c:30]2[s:31][c:32]([N:40]3[CH2:41][CH2:42][O:43][CH2:44][CH2:45]3)[c:33](-[c:35]3[o:36][cH:37][cH:38][cH:39]3)[n:34]2)[CH2:15][CH2:16]1. The reactants are product, BrC1=CC=C(C=C1)[C@@H]1[C@H](C1)CN1[C@H](CCC1)C (1-{[(1S,2S)-2-(4-bromophenyl)cyclopropyl]methyl}-(2S)-2-methylpyrrolidine), N=1NC(C=CC1)=O (pyridazin-3(2H)-one), CNCCNC (N1,N2-dimethylethane-1,2-diamine). The reagents and catalysts are [Cu]I (copper(I) iodide). Run in C(Cl)Cl (DCM), N1=CC=CC=C1 (pyridine). Product: C[C@@H]1N(CCC1)C[C@@H]1[C@H](C1)C1=CC=C(C=C1)N1NC=CC=C1 (2-[4-((1S,2S)-2-{[(2S)-2-Methylpyrrolidin-1-yl]methyl}cyclopropyl)phenyl]pyridazin). As a reaction SMILES: Br[C:2]1[CH:7]=[CH:6][C:5]([C@H:8]2[CH2:10][C@@H:9]2[CH2:11][N:12]2[CH2:16][CH2:15][CH2:14][C@@H:13]2[CH3:17])=[CH:4][CH:3]=1.[N:18]1[NH:19][C:20](=O)[CH:21]=[CH:22][CH:23]=1.CNCCNC>N1C=CC=CC=1.C(Cl)Cl.[Cu]I>[CH3:17][C@H:13]1[CH2:14][CH2:15][CH2:16][N:12]1[CH2:11][C@H:9]1[CH2:10][C@@H:8]1[C:5]1[CH:6]=[CH:7][C:2]([N:18]2[CH:23]=[CH:22][CH:21]=[CH:20][NH:19]2)=[CH:3][CH:4]=1. Reported procedure: A solution of the product from Example 34F, 1-{[(1S,2S)-2-(4-bromophenyl)cyclopropyl]methyl}-(2S)-2-methylpyrrolidine (100 mg, 0.340 mmol), pyridazin-3(2H)-one (52.3 mg, 0.544 mmol), N1,N2-dimethylethane-1,2-diamine (0.088 mL, 0.816 mmol) and copper(I) iodide (78 mg, 0.408 mmol) in pyridine (2 mL) under a nitrogen atmosphere in a sealed vial was heated in an oil bath to 135° C. for 16 hours. The reaction mixture was cooled and diluted with DCM (10 mL), filtered through diatomaceous earth and was... RXN SMILES: [C:1]([C:3]1[CH:4]=[C:5]2[C:10](=[CH:11][CH:12]=1)[C:9](O)([C:13]1[S:17][N:16]=[CH:15][CH:14]=1)[CH2:8][CH2:7][CH2:6]2)#[N:2]>C(O)(=O)C>[C:1]([C:3]1[CH:4]=[C:5]2[C:10](=[CH:11][CH:12]=1)[CH:9]([C:13]1[S:17][N:16]=[CH:15][CH:14]=1)[CH2:8][CH2:7][CH2:6]2)#[N:2]. Run in C(C)(=O)O (acetic acid). Reactants: C(#N)C=1C=C2CCCC(C2=CC1)(C1=CC=NS1)O (6-cyano-1-hydroxy-1-(5-isothiazolyl)-1,2,3,4-tetrahydronaphthalene). The product is C(#N)C=1C=C2CCCC(C2=CC1)C1=CC=NS1 (6-Cyano-1-(5-isothiazolyl)-1,2,3,4-tetrahydronaphthalene). Procedure details: Analogously to Example 4, 6-cyano-1-hydroxy-1-(5-isothiazolyl)-1,2,3,4-tetrahydronaphthalene (Example 15) in glacial acetic acid is convened into the title compound using tin(II) chloride and 36.5% hydrochloric acid. Starting materials: FC(C(=O)O)(F)F (trifluoroacetic acid), O1C(OCC1)CN1C(C=C(C2=CC=C(C=C12)OC)C)=O (1-(1,3-dioxolan-2-ylmethyl)-7-methoxy-4-methyl-2-oxo-1,2-dihydroquinoline), C(O)([O-])=O.[Na+] (sodium hydrogen carbonate). Run at time 11 hour. Product: COC1=CC=C2C(=CC(N(C2=C1)CC=O)=O)C ((7-methoxy-4-methyl-2-oxoquinolin-1(2H)-yl)acetaldehyde). As a reaction SMILES: FC(F)(F)C(O)=O.[O:8]1CCO[CH:9]1[CH2:13][N:14]1[C:23]2[C:18](=[CH:19][CH:20]=[C:21]([O:24][CH3:25])[CH:22]=2)[C:17]([CH3:26])=[CH:16][C:15]1=[O:27].C(=O)([O-])O.[Na+]>>[CH3:25][O:24][C:21]1[CH:22]=[C:23]2[C:18]([C:17]([CH3:26])=[CH:16][C:15](=[O:27])[N:14]2[CH2:13][CH:9]=[O:8])=[CH:19][CH:20]=1 |f:2.3|. Procedure details: Into 2 mL of an 80% aqueous trifluoroacetic acid solution, 200 mg of 1-(1,3-dioxolan-2-ylmethyl)-7-methoxy-4-methyl-2-oxo-1,2-dihydroquinoline was dissolved, and the mixture was stirred at room temperature for 11 hours. The reaction mixture was added with an aqueous saturated sodium hydrogen carbonate solution to be alkalified, and then extracted with ethyl acetate. The organic layer was washed with an aqueous saturated sodium chloride solution and dried over anhydrous magnesium sulfate, and the...